Dataset: the Open Reaction Database (ORD), a public repository of structured organic reaction records. Task: describe an organic reaction: reactants, conditions, products, and yield The reactants are C([C@@H]1[C@@H]2[C@@H]([C@H]([C@H](O1)O[C@@H]3[C@H](O[C@@H]([C@@H]([C@H]3O)O)O[C@@H]4[C@H](O[C@@H]([C@@H]([C@H]4O)O)O[C@@H]5[C@H](O[C@@H]([C@@H]([C@H]5O)O)O[C@@H]6[C@H](O[C@@H]([C@@H]([C@H]6O)O)O[C@@H]7[C@H](O[C@@H]([C@@H]([C@H]7O)O)O[C@@H]8[C@H](O[C@H](O2)[C@@H]([C@H]8O)O)CO)CO)CO)CO)CO)CO)O)O)O (β-cyclodextrin), CCC(C)C (isopentane). The product is C([C@@H]1[C@@H]2[C@@H]([C@H]([C@H](O1)O[C@@H]3[C@H](O[C@@H]([C@@H]([C@H]3O)O)O[C@@H]4[C@H](O[C@@H]([C@@H]([C@H]4O)O)O[C@@H]5[C@H](O[C@@H]([C@@H]([C@H]5O)O)O[C@@H]6[C@H](O[C@@H]([C@@H]([C@H]6O)O)O[C@@H]7[C@H](O[C@@H]([C@@H]([C@H]7O)O)O[C@@H]8[C@H](O[C@H](O2)[C@@H]([C@H]8O)O)CO)CO)CO)CO)CO)CO)O)O)O.CCC(C)C (β-cyclodextrin isopentane). Reaction SMILES: [CH2:1]([OH:77])[C@H:2]1[O:7][C@@H:6]2[O:8][C@H:9]3[C@H:14]([OH:15])[C@@H:13]([OH:16])[C@@H:12]([O:17][C@H:18]4[C@H:23]([OH:24])[C@@H:22]([OH:25])[C@@H:21]([O:26][C@H:27]5[C@H:32]([OH:33])[C@@H:31]([OH:34])[C@@H:30]([O:35][C@H:36]6[C@H:41]([OH:42])[C@@H:40]([OH:43])[C@@H:39]([O:44][C@H:45]7[C@H:50]([OH:51])[C@@H:49]([OH:52])[C@@H:48]([O:53][C@H:54]8[C@H:60]([OH:61])[C@@H:59]([OH:62])[C@@H:57]([O:58][C@H:3]1[C@H:4]([OH:76])[C@H:5]2[OH:75])[O:56][C@@H:55]8[CH2:63][OH:64])[O:47][C@@H:46]7[CH2:65][OH:66])[O:38][C@@H:37]6[CH2:67][OH:68])[O:29][C@@H:28]5[CH2:69][OH:70])[O:20][C@@H:19]4[CH2:71][OH:72])[O:11][C@@H:10]3[CH2:73][OH:74].[CH3:78][CH2:79][CH:80]([CH3:82])[CH3:81]>>[CH2:67]([OH:68])[C@H:37]1[O:38][C@@H:39]2[O:44][C@H:45]3[C@H:50]([OH:51])[C@@H:49]([OH:52])[C@@H:48]([O:53][C@H:54]4[C@H:60]([OH:61])[C@@H:59]([OH:62])[C@@H:57]([O:58][C@H:3]5[C@H:4]([OH:76])[C@@H:5]([OH:75])[C@@H:6]([O:8][C@H:9]6[C@H:14]([OH:15])[C@@H:13]([OH:16])[C@@H:12]([O:17][C@H:18]7[C@H:23]([OH:24])[C@@H:22]([OH:25])[C@@H:21]([O:26][C@H:27]8[C@H:32]([OH:33])[C@@H:31]([OH:34])[C@@H:30]([O:35][C@H:36]1[C@H:41]([OH:42])[C@H:40]2[OH:43])[O:29][C@@H:28]8[CH2:69][OH:70])[O:20][C@@H:19]7[CH2:71][OH:72])[O:11][C@@H:10]6[CH2:73][OH:74])[O:7][C@@H:2]5[CH2:1][OH:77])[O:56][C@@H:55]4[CH2:63][OH:64])[O:47][C@@H:46]3[CH2:65][OH:66].[CH3:78][CH2:79][CH:80]([CH3:82])[CH3:81] |f:2.3|. Procedure: 100 ml of saturated β-cyclodextrin solution (1.8%) were cooled to 10° C. and mixed with 3 ml of isopentane. The resulting difficultly soluble complex was precipitated with constant stirring in the ultrasonic bath. The deposit was obtained in crystalline form through freeze-drying and filtration. Isopentane content according to GC calculation: 0.25% The reactants are solution, [OH-].[Na+] (NaOH), CC1=C(C(CCC1)(C)C)C=O (β-cyclocitral), OO (H2O2), aqueous solution, O (water). The reagents and catalysts are S(O)(O)(=O)=O (sulphuric acid). The solvent is CO (methanol). Reaction conditions: time 15 minute. Product: CC1C(C(CCC1)=O)(C)C (trimethyl-cyclohexanone). As a reaction SMILES: [OH:1]O.[OH-].[Na+].C[C:6]1[CH2:11][CH2:10][CH2:9][C:8]([CH3:13])([CH3:12])[C:7]=1[CH:14]=O.O>CO.S(=O)(=O)(O)O>[CH3:14][CH:7]1[CH2:6][CH2:11][CH2:10][C:9](=[O:1])[C:8]1([CH3:13])[CH3:12] |f:1.2|. Procedure details: 110 ml of a solution of 30 % H2O2 followed by 28 ml of a 6N aqueous solution of NaOH were added dropwise, while stirring and within 45 minutes and 15 minutes, respectively, to a cooled solution (0°-5°) of 40 g of β-cyclocitral (0.26 mole) in 300 ml of methanol which had been acidified beforehand with 40 drops of concentrated sulphuric acid. The reaction mixture was then kept at room temperature for 3 days, while stirring. After having added water thereto, the said mixture was extracted three tim... Starting materials: C(C)(=O)NC=1C=C2C(C(N(C2=CC1)CCN(C(C)C)C(C)C)=O)=O (5-acetamido-1-(2-diisopropylaminoethyl)isatin), Cl.NNC(=O)N (semicarbazide hydrochloride). As a reaction SMILES: [C:1]([NH:4][C:5]1[CH:6]=[C:7]2[C:11](=[CH:12][CH:13]=1)[N:10]([CH2:14][CH2:15][N:16]([CH:20]([CH3:22])[CH3:21])[CH:17]([CH3:19])[CH3:18])[C:9](=[O:23])[C:8]2=O)(=[O:3])[CH3:2].Cl.[NH2:26][NH:27][C:28]([NH2:30])=[O:29]>>[C:1]([NH:4][C:5]1[CH:6]=[C:7]2[C:11](=[CH:12][CH:13]=1)[N:10]([CH2:14][CH2:15][N:16]([CH:17]([CH3:18])[CH3:19])[CH:20]([CH3:21])[CH3:22])[C:9](=[O:23])/[C:8]/2=[N:26]/[NH:27][C:28]([NH2:30])=[O:29])(=[O:3])[CH3:2] |f:1.2|. The yield is 32.0%. Reported procedure: By using 5-acetamido-1-(2-diisopropylaminoethyl)isatin and semicarbazide hydrochloride, a method analogous to that described in Example 4 was carried out, and the reaction product was purified with silica gel column chromatography (eluent: chloroform/methanol=50/1) and then recrystallized from chloroform-hexane to obtain (E)-5-acetamido-1-(2-diisopropylaminoethyl)isatin 3-semicarbazone having a melting point of 135°-137° C. (yield: 32.0%). Yields the product C(C)(=O)NC=1C=C2\C(\C(N(C2=CC1)CCN(C(C)C)C(C)C)=O)=N/NC(=O)N ((E)-5-acetamido-1-(2-diisopropylaminoethyl)isatin 3-semicarbazone). The reactants are BrC=1C=CC(=C(C(=O)OC)C1)O (Methyl 5-bromo-2-hydroxybenzoate), C(#N)[Cu] (CuCN), Cl (HCl), FeCl3. Solvent: CN(C)C=O (DMF). Reaction conditions: time 30 minute. The product is C(#N)C=1C=CC(=C(C(=O)OC)C1)O (Methyl 5-cyano-2-hydroxybenzoate). Yield: 61.0%. As a reaction SMILES: Br[C:2]1[CH:3]=[CH:4][C:5]([OH:12])=[C:6]([CH:11]=1)[C:7]([O:9][CH3:10])=[O:8].[C:13]([Cu])#[N:14].Cl>CN(C=O)C>[C:13]([C:2]1[CH:3]=[CH:4][C:5]([OH:12])=[C:6]([CH:11]=1)[C:7]([O:9][CH3:10])=[O:8])#[N:14]. Procedure details: Methyl 5-bromo-2-hydroxybenzoate (190.8 g; from step (a) above) and CuCN (73.9 g) were refluxed in DMF (500 mL) for 7 h. The temperature was allowed to decrease to 80° C. and HCl (500 mL) and FeCl3 (165.0 g) were added. The reaction mixture was stirred for 30 min., concentrated and partitioned between H2O and DCM. The organic layer was dried, concentrated the residue recrystallized from methylethyl ketone giving the sub-title compound in a 61% yield.